Task: describe an organic reaction: reactants, conditions, products, and yield. Dataset: the Open Reaction Database (ORD), a public repository of structured organic reaction records RXN SMILES: [CH:27]([OH:28])=[O:29].[Cl:1][CH2:2][CH2:3][NH:4][C:5](=[O:6])[N:7]([CH:8]1[CH:9]([OH:10])[CH:11]([OH:12])[CH:13]([OH:14])[CH:15]([CH2:17][OH:18])[O:16]1)[CH2:19][CH:20]([CH3:21])[CH3:22].[N:23](=[O:24])[O-:25].[Na+:26]>>[Cl:1][CH2:2][CH2:3][N:4]([C:5](=[O:6])[N:7]([CH:8]1[CH:9]([OH:10])[CH:11]([OH:12])[CH:13]([OH:14])[CH:15]([CH2:17][OH:18])[O:16]1)[CH2:19][CH:20]([CH3:21])[CH3:22])[N:23]=[O:24]. Yields the product CC(C)CN(C(=O)N(CCCl)N=O)C1OC(CO)C(O)C(O)C1O. Starting materials: O=CO, CC(C)CN(C(=O)NCCCl)C1OC(CO)C(O)C(O)C1O, O=N[O-], [Na+]. Reactants: C(O)(O)=O.C1(=CC=CC=C1)NC(=N)N (phenylguanidine hydrogen carbonate), C1(CC1)C(CC(C)=O)=O (1-cyclopropyl-1,3-butanedione), C(=O)=O (carbon dioxide). The solvent is C(C)OCC (diethyl ether). Product: C1(=CC=CC=C1)NC1=NC(=CC(=N1)C)C1CC1 (2-phenylamino-4-methyl-6-cyclopropylpyrimidine). As a reaction SMILES: C(=O)(O)O.[C:5]1([NH:11][C:12]([NH2:14])=[NH:13])[CH:10]=[CH:9][CH:8]=[CH:7][CH:6]=1.[CH:15]1([C:18](=O)[CH2:19][C:20](=O)[CH3:21])[CH2:17][CH2:16]1.C(=O)=O>C(OCC)C>[C:5]1([NH:11][C:12]2[N:14]=[C:20]([CH3:21])[CH:19]=[C:18]([CH:15]3[CH2:17][CH2:16]3)[N:13]=2)[CH:10]=[CH:9][CH:8]=[CH:7][CH:6]=1 |f:0.1|. Reported procedure: 10 g (51 mmol) of phenylguanidine hydrogen carbonate and 9.7 g (77 mmol) of 1-cyclopropyl-1,3-butanedione are heated at 110° C. for 6 hours with stirring, the evolution of carbon dioxide which occurs subsiding as the reaction progresses. After the dark brown emulsion has been cooled to room temperature, 50 ml of diethyl ether are added and the mixture is washed twice with 20 ml of water each time, dried over sodium sulfate and filtered, and the solvent is evaporated. The dark brown oil which rem... Reactants: O (water), C([O-])([O-])=O.[Cs+].[Cs+] (cesium carbonate), ClCC=1OC(=NN1)C1=C(C=CC=C1)Cl (2-(chloromethyl)-5-(2-chloro-phenyl)-1,3,4-oxadiazole), ClC1=CC=C(C=C1)C=1N(C(NN1)=O)C[C@@H](C(F)(F)F)O (5-(4-Chlorophenyl)-4-[(2S)-3,3,3-trifluoro-2-hydroxypropyl]-2,4-dihydro-3H-1,2,4-triazol-3-one). Solvent: C(C)#N (acetonitrile). Conditions: temperature 80 celsius, time 1 hour. The product is ClC1=CC=C(C=C1)C=1N(C(N(N1)CC=1OC(=NN1)C1=C(C=CC=C1)Cl)=O)C[C@@H](C(F)(F)F)O (5-(4-Chlorophenyl)-2-{[5-(2-chlorophenyl)-1,3,4-oxadiazol-2-yl]methyl}-4-[(2S)-3,3,3-trifluoro-2-hydroxypropyl]-2,4-dihydro-3H-1,2,4-triazol-3-one). RXN SMILES: [Cl:1][C:2]1[CH:7]=[CH:6][C:5]([C:8]2[N:9]([CH2:14][C@H:15]([OH:20])[C:16]([F:19])([F:18])[F:17])[C:10](=[O:13])[NH:11][N:12]=2)=[CH:4][CH:3]=1.C(=O)([O-])[O-].[Cs+].[Cs+].Cl[CH2:28][C:29]1[O:30][C:31]([C:34]2[CH:39]=[CH:38][CH:37]=[CH:36][C:35]=2[Cl:40])=[N:32][N:33]=1.O>C(#N)C>[Cl:1][C:2]1[CH:7]=[CH:6][C:5]([C:8]2[N:9]([CH2:14][C@H:15]([OH:20])[C:16]([F:18])([F:19])[F:17])[C:10](=[O:13])[N:11]([CH2:28][C:29]3[O:30][C:31]([C:34]4[CH:39]=[CH:38][CH:37]=[CH:36][C:35]=4[Cl:40])=[N:32][N:33]=3)[N:12]=2)=[CH:4][CH:3]=1 |f:1.2.3|. Reported procedure: 85 mg (0.28 mmol) of the compound from Example 5A were dissolved in 5 ml of acetonitrile, and 180 mg (0.55 mmol) of cesium carbonate and 66 mg (0.29 mmol) of 2-(chloromethyl)-5-(2-chloro-phenyl)-1,3,4-oxadiazole were added. The mixture was stirred at 80° C. for 1 h. For work-up, the mixture was cooled to RT, and 10 ml of water were added. The mixture was extracted twice with in each case 15 ml of ethyl acetate. The combined organic phases were dried over sodium sulfate, filtered and concentrated... Starting materials: O=Cc1ccc(Br)c(F)c1, CCOC(=O)C=P(c1ccccc1)(c1ccccc1)c1ccccc1, ClCCl. Yields the product CCOC(=O)C=Cc1ccc(Br)c(F)c1. RXN SMILES: [Br:26][c:27]1[c:28]([F:35])[cH:29][c:30]([CH:31]=[O:32])[cH:33][cH:34]1.[C:1](=[O:2])([O:3][CH2:4][CH3:5])[CH:6]=[P:7]([c:8]1[cH:9][cH:10][cH:11][cH:12][cH:13]1)([c:14]1[cH:15][cH:16][cH:17][cH:18][cH:19]1)[c:20]1[cH:21][cH:22][cH:23][cH:24][cH:25]1.[Cl:36][CH2:37][Cl:38]>>[C:1](=[O:2])([O:3][CH2:4][CH3:5])[CH:6]=[CH:31][c:30]1[cH:29][c:28]([F:35])[c:27]([Br:26])[cH:34][cH:33]1. Reactants: CN1C(=NC(C2=C1C=CS2)=S)C2=CC=CC=C2 (1-Methyl-2-phenyl-1H-thieno(3,2-d)pyrimidine-4-thione), IC (iodomethane). Conditions: time 1 hour. The product is [I-].C[N+]1=C(N=C(C2=C1C=CS2)SC)C2=CC=CC=C2 (1-Methyl-4-methylsulfanyl-2-phenyl-thieno(3,2-d)pyrimidin-1-ium iodide). RXN SMILES: [CH3:1][N:2]1[C:7]2[CH:8]=[CH:9][S:10][C:6]=2[C:5](=[S:11])[N:4]=[C:3]1[C:12]1[CH:17]=[CH:16][CH:15]=[CH:14][CH:13]=1.[I:18][CH3:19]>>[I-:18].[CH3:1][N+:2]1[C:7]2[CH:8]=[CH:9][S:10][C:6]=2[C:5]([S:11][CH3:19])=[N:4][C:3]=1[C:12]1[CH:13]=[CH:14][CH:15]=[CH:16][CH:17]=1 |f:2.3|. Procedure: 500 mg 1-Methyl-2-phenyl-1H-thieno(3,2-d)pyrimidine-4-thione was slowly added to 5 ml (80 mmol) iodomethane at 0° C. and stirred for 1 h at room temperature. The solution was filtrated and the residue washed with dichloromethane. Starting materials: BrCCCOC1=C(C=C(C=C1C)C1=NC2=CC(=CC(=C2C(N1CCCBr)=O)OC)OC)C (2-[4-(3-bromo-propoxy)-3,5-dimethyl-phenyl]-3-(3-bromo-propyl)-5,7-dimethoxy-3H-quinazolin-4-one), N1CCCC1 (pyrrolidine), O (water). Solvent: CN(C)C=O (DMF). Run at time 16 hour. The product is CC=1C=C(C=C(C1OCCCN1CCCC1)C)C1=NC2=CC(=CC(=C2C(N1CCCN1CCCC1)=O)OC)OC (2-(3,5-Dimethyl-4-(3-(pyrrolidin-1-yl)propoxy)phenyl)-5,7-dimethoxy-3-(3-(pyrrolidin-1-yl)propyl)quinazolin-4(3H)-one). RXN SMILES: Br[CH2:2][CH2:3][CH2:4][O:5][C:6]1[C:11]([CH3:12])=[CH:10][C:9]([C:13]2[N:22]([CH2:23][CH2:24][CH2:25]Br)[C:21](=[O:27])[C:20]3[C:15](=[CH:16][C:17]([O:30][CH3:31])=[CH:18][C:19]=3[O:28][CH3:29])[N:14]=2)=[CH:8][C:7]=1[CH3:32].[NH:33]1[CH2:37][CH2:36][CH2:35][CH2:34]1.O>CN(C=O)C>[CH3:32][C:7]1[CH:8]=[C:9]([C:13]2[N:22]([CH2:23][CH2:24][CH2:25][N:33]3[CH2:37][CH2:36][CH2:35][CH2:34]3)[C:21](=[O:27])[C:20]3[C:15](=[CH:16][C:17]([O:30][CH3:31])=[CH:18][C:19]=3[O:28][CH3:29])[N:14]=2)[CH:10]=[C:11]([CH3:12])[C:6]=1[O:5][CH2:4][CH2:3][CH2:2][N:33]1[CH2:37][CH2:36][CH2:35][CH2:34]1. Reported procedure: To a solution of 2-[4-(3-bromo-propoxy)-3,5-dimethyl-phenyl]-3-(3-bromo-propyl)-5,7-dimethoxy-3H-quinazolin-4-one (0.76 g, 1.35 mmol) in DMF (10 mL) were added pyrrolidine (0.77 g, 10.77 mmol). The reaction mixture was stirred at room temperature for 16 hours. Then, water was added and product was extracted with ethyl acetate (2×200 mL). The combined organic layer was washed with water, then brine, and dried over Na2SO4. Solvent was evaporated to give the title compound as a white solid. Yield: ... Starting materials: C(#N)C1=C(C=CC=C1)C1=CC2=C(N(C=N2)C(CCCCC)C=2N(C=CN2)CC(=O)OCC)C=C1 (ethyl 2-[1-[5-(2-cyanophenyl)1H-benzimidazol-1-yl]hexyl]-1H-imidazole-1-acetate), [OH-].[Na+] (NaOH). Run in C(C)O (ethanol). Yields the product C(#N)C1=C(C=CC=C1)C1=CC2=C(N(C=N2)C(CCCCC)C=2N(C=CN2)CC(=O)O)C=C1 (2-[1-[5-(2-cyanophenyl)-1H-benzimidazol-1-yl]hexyl]-1H-imidazole-1-acetic acid). Reaction SMILES: [C:1]([C:3]1[CH:8]=[CH:7][CH:6]=[CH:5][C:4]=1[C:9]1[CH:34]=[CH:33][C:12]2[N:13]([CH:16]([C:22]3[N:23]([CH2:27][C:28]([O:30]CC)=[O:29])[CH:24]=[CH:25][N:26]=3)[CH2:17][CH2:18][CH2:19][CH2:20][CH3:21])[CH:14]=[N:15][C:11]=2[CH:10]=1)#[N:2].[OH-].[Na+]>C(O)C>[C:1]([C:3]1[CH:8]=[CH:7][CH:6]=[CH:5][C:4]=1[C:9]1[CH:34]=[CH:33][C:12]2[N:13]([CH:16]([C:22]3[N:23]([CH2:27][C:28]([OH:30])=[O:29])[CH:24]=[CH:25][N:26]=3)[CH2:17][CH2:18][CH2:19][CH2:20][CH3:21])[CH:14]=[N:15][C:11]=2[CH:10]=1)#[N:2] |f:1.2|. Procedure details: The ester was dissolved in 20 ml ethanol and 40 ml of 2N NaOH and stirred at room temperature overnight. The solution was concentrated. The residue was dissolved in water and washed with ether. The pH was adjusted to 3.5 using 2N HCl. The precipitate was dissolved in ethyl acetate, washed with water, dried over sodium sulfate and concentrated to yield 770 mg of 2-[1-[5-(2-cyanophenyl)-1H-benzimidazol-1-yl]hexyl]-1H-imidazole-1-acetic acid. (MS) Starting materials: C(C)OC(=O)C1=NN(C(=C1C(O)C1=CC=NC=C1)SC1=CC(=CC(=C1)Cl)Cl)C(C)C (5-(3,5-dichlorophenylthio)-4-[(4-pyridyl)hydroxymethyl]-1-isopropyl-1H-pyrazole-3-carboxylic acid ethyl ester), P(P(I)I)(I)I (diphosphorus tetraiodide), solution, S([O-])(O)=O.[Na+] (sodium bisulphite). Solvent: C1(=CC=CC=C1)C (toluene), C1(=CC=CC=C1)C (toluene). Conditions: temperature 80 celsius, time 1 hour. Yields the product C(C)OC(=O)C1=NN(C(=C1CC1=CC=NC=C1)SC1=CC(=CC(=C1)Cl)Cl)C(C)C (5-(3,5-dichlorophenylthio)-1-isopropyl-4-[(4-pyridyl)methyl]-1H-pyrazole-3-carboxylic acid ethyl ester). Yield: 74.2%. RXN SMILES: P(I)(I)P(I)I.[CH2:7]([O:9][C:10]([C:12]1[C:16]([CH:17]([C:19]2[CH:24]=[CH:23][N:22]=[CH:21][CH:20]=2)O)=[C:15]([S:25][C:26]2[CH:31]=[C:30]([Cl:32])[CH:29]=[C:28]([Cl:33])[CH:27]=2)[N:14]([CH:34]([CH3:36])[CH3:35])[N:13]=1)=[O:11])[CH3:8].S(=O)(O)[O-].[Na+]>C1(C)C=CC=CC=1>[CH2:7]([O:9][C:10]([C:12]1[C:16]([CH2:17][C:19]2[CH:20]=[CH:21][N:22]=[CH:23][CH:24]=2)=[C:15]([S:25][C:26]2[CH:27]=[C:28]([Cl:33])[CH:29]=[C:30]([Cl:32])[CH:31]=2)[N:14]([CH:34]([CH3:35])[CH3:36])[N:13]=1)=[O:11])[CH3:8] |f:2.3|. Procedure details: A solution containing 660 mg of diphosphorus tetraiodide in 5 ml of anhydrous toluene was heated at 80° C. for 20 min under nitrogen in the dark. The mixture was then treated dropwise with a solution of 674 mg of 5-(3,5-dichlorophenylthio)-4-[(4-pyridyl)hydroxymethyl]-1-isopropyl-1H-pyrazole-3-carboxylic acid ethyl ester in 5 ml of anhydrous toluene. The mixture was stirred at 80° C. for 1 h and then left to cool to room temperature. The mixture was treated with 10 ml of a 10% solution of sodium... Reactants: FC(F)(F)c1ccc(-c2cc(Br)c3nccn3c2)cc1, CC(=O)[O-], CC(=O)[O-], Cc1ccccc1, OB(O)C1CC1, C1CCC(P(C2CCCCC2)C2CCCCC2)CC1, [K+], [K+], [K+], O, O=P([O-])([O-])[O-], [Pd+2]. The product is FC(F)(F)c1ccc(-c2cc(C3CC3)c3nccn3c2)cc1. As a reaction SMILES: [Br:1][c:2]1[c:3]2[n:4]([cH:5][c:6](-[c:8]3[cH:9][cH:10][c:11]([C:14]([F:15])([F:16])[F:17])[cH:12][cH:13]3)[cH:7]1)[cH:18][cH:19][n:20]2.[C:54]([O-:55])(=[O:56])[CH3:57].[C:59]([O-:60])(=[O:61])[CH3:62].[CH3:64][c:65]1[cH:66][cH:67][cH:68][cH:69][cH:70]1.[CH:21]1([B:24]([OH:25])[OH:26])[CH2:22][CH2:23]1.[CH:27]1([P:28]([CH:29]2[CH2:30][CH2:31][CH2:32][CH2:33][CH2:34]2)[CH:35]2[CH2:36][CH2:37][CH2:38][CH2:39][CH2:40]2)[CH2:41][CH2:42][CH2:43][CH2:44][CH2:45]1.[K+:51].[K+:52].[K+:53].[OH2:63].[P:46]([O-:47])([O-:48])([O-:49])=[O:50].[Pd+2:58]>>[c:2]1([CH:21]2[CH2:22][CH2:23]2)[c:3]2[n:4]([cH:5][c:6](-[c:8]3[cH:9][cH:10][c:11]([C:14]([F:15])([F:16])[F:17])[cH:12][cH:13]3)[cH:7]1)[cH:18][cH:19][n:20]2. The reactants are Cl, CC1c2ccccc2Cn2cc3c(c21)C(=O)c1cccc(OC(=O)CI)c1C3=O, C1CCOC1, O. Product: CC1c2ccccc2Cn2cc3c(c21)C(=O)c1cccc(O)c1C3=O. Reaction SMILES: [ClH:2].[I:3][CH2:4][C:5](=[O:6])[O:7][c:8]1[cH:9][cH:10][cH:11][c:12]2[c:13]1[C:14](=[O:31])[c:15]1[cH:16][n:17]3[c:26]([c:27]1[C:28]2=[O:29])[CH:25]([CH3:30])[c:24]1[c:19]([cH:20][cH:21][cH:22][cH:23]1)[CH2:18]3.[O:32]1[CH2:33][CH2:34][CH2:35][CH2:36]1.[OH2:1]>>[OH:7][c:8]1[cH:9][cH:10][cH:11][c:12]2[c:13]1[C:14](=[O:31])[c:15]1[cH:16][n:17]3[c:26]([c:27]1[C:28]2=[O:29])[CH:25]([CH3:30])[c:24]1[c:19]([cH:20][cH:21][cH:22][cH:23]1)[CH2:18]3.